From a dataset of the Open Reaction Database (ORD), a public repository of structured organic reaction records. describe an organic reaction: reactants, conditions, products, and yield Starting materials: N1=CC(=CC=C1)NN (3-pyridylhydrazine), C(C)CCCC(=O)CC(=O)[O-] (ethylbutyrylacetate). Yields the product C(CC)C=1CC(N(N1)C=1C=NC=CC1)=O (2,4-dihydro-5-propyl-2-(3-pyridyl)-3H-pyrazol-3-one). RXN SMILES: [N:1]1[CH:6]=[CH:5][CH:4]=[C:3]([NH:7][NH2:8])[CH:2]=1.[CH2:9]([CH2:11][CH2:12][CH2:13][C:14](CC([O-])=O)=[O:15])[CH3:10]>>[CH2:11]([C:12]1[CH2:13][C:14](=[O:15])[N:7]([C:3]2[CH:2]=[N:1][CH:6]=[CH:5][CH:4]=2)[N:8]=1)[CH2:9][CH3:10]. Procedure: From the reaction of 3-pyridylhydrazine and ethylbutyrylacetate, 2,4-dihydro-5-propyl-2-(3-pyridyl)-3H-pyrazol-3-one is obtained. Subsequent reaction with 2-ethylaniline yields 4-(2-ethylanilinomethylene)-2,4-dihydro-5-propyl-2-(3-pyridyl)-3H-pyrazo 1-3-one, Mp 143.9° C.